This data is from the Open Reaction Database (ORD), a public repository of structured organic reaction records. The task is: describe an organic reaction: reactants, conditions, products, and yield The reactants are solution, FC(C(=O)[O-])(F)F.FC(C(=O)[O-])(F)F.[NH3+][C@@H](CCCCNC(=O)OCC1=CC=CC=C1)C=1NC(=C[NH+]1)C1=CC2=CC=CC=C2C=C1 (2-((1S)-1-ammonio-5-{[(benzyloxy)carbonyl]amino}pentyl)-5-(2-naphthyl)-1H-imidazol-3-ium bis(trifluoroacetate)), CCN=C=NCCCN(C)C (EDCI), C=1C=CC2=C(C1)N=NN2O (HOBt), COC=1C=C2C(=C(NC2=CC1)C)CC(=O)O ((5-methoxy-2-methyl-1H-indol-3-yl)acetic acid), CCN(C(C)C)C(C)C (DIPEA). Solvent: CN(C)C=O (DMF), CCOC(=O)C (EtOAc). Run at time 16 hour. Product: COC=1C=C2C(=C(NC2=CC1)C)CC(=O)N[C@@H](CCCCNC(OCC1=CC=CC=C1)=O)C=1NC(=CN1)C1=CC2=CC=CC=C2C=C1 (benzyl {(5S)-5-{[(5-methoxy-2-methyl-1H-indol-3-yl)acetyl]amino}-5-[5-(2-naphthyl)-1H-imidazol-2-yl]pentyl}carbamate). The yield is 77.0%. As a reaction SMILES: FC(F)(F)[C:3]([O-:5])=[O:4].F[C:9](F)(F)[C:10]([O-:12])=O.[NH3+:15][C@H:16]([C:32]1[NH:33][C:34]([C:37]2[CH:46]=[CH:45][C:44]3[C:39](=[CH:40][CH:41]=[CH:42][CH:43]=3)[CH:38]=2)=[CH:35][NH+:36]=1)[CH2:17][CH2:18][CH2:19][CH2:20][NH:21]C(OCC1C=CC=CC=1)=O.[CH3:47]CN=C=NCCCN(C)C.[CH:58]1[CH:59]=[CH:60][C:61]2N(O)N=N[C:62]=2[CH:63]=1.[CH3:68][O:69][C:70]1[CH:71]=[C:72]2[C:76](=[CH:77][CH:78]=1)[NH:75][C:74]([CH3:79])=[C:73]2CC(O)=O.CCN(C(C)C)C(C)C>CN(C=O)C.CCOC(C)=O>[CH3:68][O:69][C:70]1[CH:71]=[C:72]2[C:76](=[CH:77][CH:78]=1)[NH:75][C:74]([CH3:79])=[C:73]2[CH2:9][C:10]([NH:15][C@H:16]([C:32]1[NH:33][C:34]([C:37]2[CH:46]=[CH:45][C:44]3[C:39](=[CH:40][CH:41]=[CH:42][CH:43]=3)[CH:38]=2)=[CH:35][N:36]=1)[CH2:17][CH2:18][CH2:19][CH2:20][NH:21][C:3](=[O:4])[O:5][CH2:47][C:62]1[CH:61]=[CH:60][CH:59]=[CH:58][CH:63]=1)=[O:12] |f:0.1.2|. Procedure: To a stirred solution (0.5 M) of the product from step 2 in DMF were added EDCI (1.5 eq.), HOBt (1.5 eq.), (5-methoxy-2-methyl-1H-indol-3-yl)acetic acid (1.5 eq.) and DIPEA (6 eq.) and the reaction mixture was stirred at RT for 16 h. Then, it was diluted with EtOAc and washed with 1N HCl, brine and dried. Evaporation of the solvent under reduced pressure gave a crude that was purified by flash chromatography on silica gel (1:4 to 1:3 EtOAc/petroleum ether) to yield (77%) the title compound as a ... The reactants are C1=CC=CC1 (cyclopentadiene), Compound ( k ). Solvent: CCOCC (ether), CCOCC (ether). The product is C1C=CC2C1C3CC2C=C3 (dicyclopentadiene). As a reaction SMILES: [CH:1]1[CH2:5][CH:4]=[CH:3][CH:2]=1>CCOCC>[CH2:2]1[CH:1]2[CH:5]3[CH:4]=[CH:3][CH:2]([CH:5]2[CH:4]=[CH:3]1)[CH2:1]3. Procedure: 84.5 g (0.485 mol) of Compound (k) and 100 ml of ether were cooled to 5° C. or lower. With stirring, 60 ml of an ether solution containing 48.1 g (0.728 mol) of cyclopentadiene, produced by pyrolysis of dicyclopentadiene, were added dropwise thereto. The reaction system was then stirred for one hour, and the solvent was removed by distillation under reduced pressure. By further distillation under reduced pressure, 101 g (86%) of Compound (m) were obtained as a colorless liquid, having a boiling ... Reactants: C(C1=CC=CC=C1)OC1=CC=C(C=C1)C1=CC=C(C=C1)C(C)(C)N (1-(4′-benzyloxybiphenyl-4-yl)-1-methylethylamine), N1(C=NC=C1)CCC=O (3-(imidazol-1-yl)propionaldehyde). Yields the product N1(C=NC=C1)CCCN (3-(imidazol-1-yl)propylamine). As a reaction SMILES: C(OC1C=CC(C2C=CC(C([NH2:24])(C)C)=CC=2)=CC=1)C1C=CC=CC=1.[N:25]1([CH2:30][CH2:31][CH:32]=O)[CH:29]=[CH:28][N:27]=[CH:26]1>>[N:25]1([CH2:30][CH2:31][CH2:32][NH2:24])[CH:29]=[CH:28][N:27]=[CH:26]1. Procedure details: In a similar manner to Example 24, 1-(4′-benzyloxybiphenyl-4-yl)-1-methylethylamine (A15) (1.4 g) and 3-(imidazol-1-yl)propionaldehyde (0.72 g) were reacted to give N-1-(4′-benzyloxybiphenyl-4-yl)-1-methylethyl)-3-(imidazol-1-yl)propylamine, m.p. 93-95° C. Starting materials: FC(C1=CC=C(C=C1)C(C#N)N1CCOCC1)(F)F (α-(α,α,α-trifluoro-p-tolyl)-4-morpholineacetonitrile), C(C=C)(=O)OCC (ethyl acrylate), C(C=C)(=O)OCC (ethyl acrylate), O1CCCC1 (tetrahydrofuran), [OH-].[K+] (potassium hydroxide). Solvent: C(C)O (ethanol). Run at time 48 hour. The product is C(#N)C(CCC(=O)OCC)(N1CCOCC1)C1=CC=C(C=C1)C(F)(F)F (ethyl γ-cyano-γ(α,α,α-trifluoro-p-tolyl)-4-morpholinebutyrate). Reaction SMILES: [F:1][C:2]([F:19])([F:18])[C:3]1[CH:8]=[CH:7][C:6]([CH:9]([N:12]2[CH2:17][CH2:16][O:15][CH2:14][CH2:13]2)[C:10]#[N:11])=[CH:5][CH:4]=1.O1CCCC1.[OH-].[K+].[C:27]([O:31][CH2:32][CH3:33])(=[O:30])[CH:28]=[CH2:29]>C(O)C>[C:10]([C:9]([C:6]1[CH:7]=[CH:8][C:3]([C:2]([F:1])([F:18])[F:19])=[CH:4][CH:5]=1)([N:12]1[CH2:13][CH2:14][O:15][CH2:16][CH2:17]1)[CH2:29][CH2:28][C:27]([O:31][CH2:32][CH3:33])=[O:30])#[N:11] |f:2.3|. Reported procedure: A solution of 52.3 g. of α-(α,α,α-trifluoro-p-tolyl)-4-morpholineacetonitrile in 500 ml. of dry tetrahydrofuran is stirred at ambient temperature while 1 ml. portions of 30% potassium hydroxide in ethanol and 25 ml. portions of ethyl acrylate is added every half hour until a total of 5 ml. of the base and 150 ml. of ethyl acrylate is added. After the addition, the mixture is stirred at ambient temperature for 48 hours. Following filtration, the filtrate is concentrated, dissolved in methylene ch...